From a dataset of the Open Reaction Database (ORD), a public repository of structured organic reaction records. describe an organic reaction: reactants, conditions, products, and yield Reactants: Cl (HCl), [OH-].[Na+] (sodium hydroxide), solution, C(C)OC(=O)C=1SC(=CC1)C1=NC(=NC=C1)NC1CC(NC(C1)(C)C)(C)C (5-[2-(2,2,6,6-Tetramethyl-piperidin-4-ylamino)-pyrimidin-4-yl]-thiophene-2-carboxylic acid ethyl ester). Run in CO (methanol). Reaction conditions: time 8 hour. Product: CC1(NC(CC(C1)NC1=NC=CC(=N1)C1=CC=C(S1)C(=O)O)(C)C)C (5-[2-(2,2,6,6-Tetramethyl-piperidin-4-ylamino)-pyrimidin-4-yl]-thiophene-2-carboxylic acid). Reaction SMILES: C([O:3][C:4]([C:6]1[S:7][C:8]([C:11]2[CH:16]=[CH:15][N:14]=[C:13]([NH:17][CH:18]3[CH2:23][C:22]([CH3:25])([CH3:24])[NH:21][C:20]([CH3:27])([CH3:26])[CH2:19]3)[N:12]=2)=[CH:9][CH:10]=1)=[O:5])C.[OH-].[Na+].Cl>CO>[CH3:24][C:22]1([CH3:25])[CH2:23][CH:18]([NH:17][C:13]2[N:12]=[C:11]([C:8]3[S:7][C:6]([C:4]([OH:5])=[O:3])=[CH:10][CH:9]=3)[CH:16]=[CH:15][N:14]=2)[CH2:19][C:20]([CH3:27])([CH3:26])[NH:21]1 |f:1.2|. Reported procedure: 5-[2-(2,2,6,6-Tetramethyl-piperidin-4-ylamino)-pyrimidin-4-yl]-thiophene-2-carboxylic acid ethyl ester (4.90 g, 12.6 mmol) were dissolved in methanol (50 ml). After addition of sodium hydroxide (31 ml of a 40% solution) the mixture was stirred at room temperature overnight. The reaction mixture was acidified using 1N HCl and the product was collected by filtration (4.50 g, 12.5 mmol).